From a dataset of the Open Reaction Database (ORD), a public repository of structured organic reaction records. describe an organic reaction: reactants, conditions, products, and yield Reactants: CCOc1ccc(C#N)c(F)c1F, Cc1ccccc1, Cl[Al](Cl)Cl. Product: N#Cc1ccc(O)c(F)c1F. Reaction SMILES: [CH2:1]([CH3:2])[O:3][c:4]1[c:5]([F:13])[c:6]([F:12])[c:7]([C:8]#[N:9])[cH:10][cH:11]1.[CH3:18][c:19]1[cH:20][cH:21][cH:22][cH:23][cH:24]1.[Cl:14][Al:15]([Cl:16])[Cl:17]>>[OH:3][c:4]1[c:5]([F:13])[c:6]([F:12])[c:7]([C:8]#[N:9])[cH:10][cH:11]1. The reactants are C1CCNC1, CC#N, [O-][n+]1cc(CCl)ccc1Cl. Product: [O-][n+]1cc(CN2CCCC2)ccc1Cl. Reaction SMILES: [CH2:11]1[CH2:12][CH2:13][NH:14][CH2:15]1.[CH3:16][C:17]#[N:18].[Cl:1][c:2]1[n+:3]([O-:10])[cH:4][c:5]([CH2:8][Cl:9])[cH:6][cH:7]1>>[Cl:1][c:2]1[n+:3]([O-:10])[cH:4][c:5]([CH2:8][N:14]2[CH2:13][CH2:12][CH2:11][CH2:15]2)[cH:6][cH:7]1.